This data is from the Open Reaction Database (ORD), a public repository of structured organic reaction records. The task is: describe an organic reaction: reactants, conditions, products, and yield The reactants are CC(C)(C)C=1C=C(C=C(C1O)C(C)(C)C)C=C1C(N(C(S1)=S)C)=O (5-[[3,5-bis(1,1-dimethylethyl)-4-hydroxyphenyl]methylene]-3-methyl -2-thioxo -4-thiazolidinone), C(CCC)[SnH](CCCC)CCCC (tri-n-butyl tin hydride), N(=NC(C#N)(C)C)C(C#N)(C)C (azobisisobutyronitrile), O (water). The solvent is C1(=CC=CC=C1)C (toluene). Yields the product CC(C)(C)C=1C=C(C=C(C1O)C(C)(C)C)C=C1C(N(CS1)C)=O (5-[[3,5-bis(1,1-dimethylethyl)-4-hydroxyphenyl]methylene]-3-methyl-4-thiazolidinone). The yield is 71.0%. Reaction SMILES: [CH3:1][C:2]([C:5]1[CH:6]=[C:7]([CH:16]=[C:17]2[S:21][C:20](=S)[N:19]([CH3:23])[C:18]2=[O:24])[CH:8]=[C:9]([C:12]([CH3:15])([CH3:14])[CH3:13])[C:10]=1[OH:11])([CH3:4])[CH3:3].C([SnH](CCCC)CCCC)CCC.N(C(C)(C)C#N)=NC(C)(C)C#N.O>C1(C)C=CC=CC=1>[CH3:4][C:2]([C:5]1[CH:6]=[C:7]([CH:16]=[C:17]2[S:21][CH2:20][N:19]([CH3:23])[C:18]2=[O:24])[CH:8]=[C:9]([C:12]([CH3:13])([CH3:14])[CH3:15])[C:10]=1[OH:11])([CH3:1])[CH3:3]. Procedure: The title compound was prepared in 71% yield from 10.31 g of the thione of Example 9 upon heating with 38.15 ml of tri-n-butyl tin hydride and 1.16 g of azobisisobutyronitrile (AIBN) in 142 ml of toluene at reflux temperature for one hour. The product was isolated by adding water to the cooled reaction mixture, separating the layers, washing the organic layer with 1N hydrochloric acid and a saturated sodium chloride solution, drying over magnesium sulfate, concentrating in vacuo, and purifying t... The reactants are C=CC(=O)OCC, CC(C)(C)[O-], CN(C)C=O, [K+], N#CCc1ccsc1. Yields the product CCOC(=O)CCC(C#N)(c1ccsc1)C(C)C. As a reaction SMILES: [C:9]([CH:10]=[CH2:11])(=[O:12])[O:13][CH2:14][CH3:15].[CH3:16][C:17]([CH3:18])([CH3:19])[O-:20].[CH3:22][N:23]([CH3:24])[CH:25]=[O:26].[K+:21].[s:1]1[cH:2][c:3]([CH2:6][C:7]#[N:8])[cH:4][cH:5]1>>[s:1]1[cH:2][c:3]([C:6]([C:7]#[N:8])([CH2:11][CH2:10][C:9](=[O:12])[O:13][CH2:14][CH3:15])[CH:17]([CH3:16])[CH3:18])[cH:4][cH:5]1. Procedure details: 1-(3-Chloropropylsulfonylamino)-3-hexadecylthio-2-(2-oxopropan-1-yl)propane IIIm2 is allowed to react by the same procedure as described in (5). The summary of the experimental condition and the physical data of the product are listed in Table 8. Reactants: ClCCCS(=O)(=O)NCC(CSCCCCCCCCCCCCCCCC)CC(C)=O (1-(3-Chloropropylsulfonylamino)-3-hexadecylthio-2-(2-oxopropan-1-yl)propane), C(CCCCCCCCCCCCCCC)SCC(CNS(=O)(=O)CCCI)OC (1-hexadecylthio-3-(3-iodopropylsulfonylamino)-2-methoxypropane). The product is C(CCCCCCCCCCCCCCC)SCC(CNS(=O)(=O)CCCI)CC(C)=O (3-n-hexadecylthio-1-(3-iodopropylsulfonylamino)-2-(2-oxopropan-1-yl)propane). As a reaction SMILES: Cl[CH2:2][CH2:3][CH2:4][S:5]([NH:8][CH2:9][CH:10]([CH2:29][C:30](=[O:32])[CH3:31])[CH2:11][S:12][CH2:13][CH2:14][CH2:15][CH2:16][CH2:17][CH2:18][CH2:19][CH2:20][CH2:21][CH2:22][CH2:23][CH2:24][CH2:25][CH2:26][CH2:27][CH3:28])(=[O:7])=[O:6].C(SCC(OC)CNS(CCC[I:60])(=O)=O)CCCCCCCCCCCCCCC>>[CH2:13]([S:12][CH2:11][CH:10]([CH2:29][C:30](=[O:32])[CH3:31])[CH2:9][NH:8][S:5]([CH2:4][CH2:3][CH2:2][I:60])(=[O:7])=[O:6])[CH2:14][CH2:15][CH2:16][CH2:17][CH2:18][CH2:19][CH2:20][CH2:21][CH2:22][CH2:23][CH2:24][CH2:25][CH2:26][CH2:27][CH3:28]. Starting materials: Cl.N[C@@H]1C(N(CC1)CC=1C=C(C#N)C=CC1)=O (3-(3-(S)-amino-2-oxopyrrolidin-1-ylmethyl)benzonitrile hydrochloride), COC=1C=C2C=CC(=CC2=CC1)S(=O)(=O)Cl (6-methoxynaphthalene-2-sulfonyl chloride). Yields the product C(#N)C=1C=C(CN2C([C@H](CC2)NS(=O)(=O)C2=CC3=CC=CC=C3C=C2)=O)C=CC1 (Naphthalene-2-sulfonic acid [1-(3-cyanobenzyl)-2-oxopyrrolidin-3-(S)-yl]amide). As a reaction SMILES: Cl.[NH2:2][C@H:3]1[CH2:7][CH2:6][N:5]([CH2:8][C:9]2[CH:10]=[C:11]([CH:14]=[CH:15][CH:16]=2)[C:12]#[N:13])[C:4]1=[O:17].CO[C:20]1[CH:21]=[C:22]2[C:27](=[CH:28][CH:29]=1)[CH:26]=[C:25]([S:30](Cl)(=[O:32])=[O:31])[CH:24]=[CH:23]2>>[C:12]([C:11]1[CH:10]=[C:9]([CH:16]=[CH:15][CH:14]=1)[CH2:8][N:5]1[CH2:6][CH2:7][C@H:3]([NH:2][S:30]([C:25]2[CH:24]=[CH:23][C:22]3[C:27](=[CH:28][CH:29]=[CH:20][CH:21]=3)[CH:26]=2)(=[O:32])=[O:31])[C:4]1=[O:17])#[N:13] |f:0.1|. Reported procedure: The title compound is prepared from 3-(3-(S)-amino-2-oxopyrrolidin-1-ylmethyl)benzonitrile hydrochloride as in EXAMPLE 24, Part B, substituting naphthalene-2-sulfonyl chloride for 6-methoxynaphthalene-2-sulfonyl chloride. The title compound is obtained as a white solid. Starting materials: [BH3-]C#N, O=C([O-])O, COC(=O)C1CC(=O)CCN1CCn1c(=O)cnc2ccc(OC)cc21, CC(=O)[O-], CCO, ClC(Cl)Cl, [NH4+], [Na+], [Na+]. Yields the product COC(=O)C1CC(N)CCN1CCn1c(=O)cnc2ccc(OC)cc21. As a reaction SMILES: [C:32](#[N:33])[BH3-:34].[C:36](=[O:37])([O-:38])[OH:39].[CH3:1][O:2][c:3]1[cH:4][cH:5][c:6]2[n:7][cH:8][c:9](=[O:26])[n:10]([CH2:13][CH2:14][N:15]3[CH:16]([C:22](=[O:23])[O:24][CH3:25])[CH2:17][C:18](=[O:21])[CH2:19][CH2:20]3)[c:11]2[cH:12]1.[CH3:28][C:29](=[O:30])[O-:31].[CH3:45][CH2:46][OH:47].[CH:41]([Cl:42])([Cl:43])[Cl:44].[NH4+:27].[Na+:35].[Na+:40]>>[CH3:1][O:2][c:3]1[cH:4][cH:5][c:6]2[n:7][cH:8][c:9](=[O:26])[n:10]([CH2:13][CH2:14][N:15]3[CH:16]([C:22](=[O:23])[O:24][CH3:25])[CH2:17][CH:18]([NH2:33])[CH2:19][CH2:20]3)[c:11]2[cH:12]1. The reactants are CCOC(=O)c1c(-c2cncnc2)n[nH]c1C1CC1, OB(O)c1cccc(OC(F)(F)F)c1. Yields the product CCOC(=O)c1c(-c2cncnc2)nn(-c2cccc(OC(F)(F)F)c2)c1C1CC1. RXN SMILES: [CH2:1]([CH3:2])[O:3][C:4](=[O:5])[c:6]1[c:7](-[c:14]2[cH:15][n:16][cH:17][n:18][cH:19]2)[n:8][nH:9][c:10]1[CH:11]1[CH2:12][CH2:13]1.[F:20][C:21]([O:22][c:23]1[cH:24][c:25]([B:29]([OH:30])[OH:31])[cH:26][cH:27][cH:28]1)([F:32])[F:33]>>[CH2:1]([CH3:2])[O:3][C:4](=[O:5])[c:6]1[c:7](-[c:14]2[cH:15][n:16][cH:17][n:18][cH:19]2)[n:8][n:9](-[c:25]2[cH:24][c:23]([O:22][C:21]([F:20])([F:32])[F:33])[cH:28][cH:27][cH:26]2)[c:10]1[CH:11]1[CH2:12][CH2:13]1. Reactants: C1CCOC1, CO, COC(=O)c1ccc2cc(-c3ccc(OCc4c(-c5c(Cl)cccc5Cl)noc4C(C)C)cc3)ccc2n1, Cl, [Na+], [OH-], O. The product is CC(C)c1onc(-c2c(Cl)cccc2Cl)c1COc1ccc(-c2ccc3nc(C(=O)O)ccc3c2)cc1. As a reaction SMILES: [CH2:45]1[O:46][CH2:47][CH2:48][CH2:49]1.[CH3:41][OH:42].[Cl:1][c:2]1[c:3](-[c:9]2[n:10][o:11][c:12]([CH:36]([CH3:37])[CH3:38])[c:13]2[CH2:14][O:15][c:16]2[cH:17][cH:18][c:19](-[c:22]3[cH:23][c:24]4[cH:25][cH:26][c:27]([C:32](=[O:33])[O:34][CH3:35])[n:28][c:29]4[cH:30][cH:31]3)[cH:20][cH:21]2)[c:4]([Cl:8])[cH:5][cH:6][cH:7]1.[ClH:43].[Na+:40].[OH-:39].[OH2:44]>>[Cl:1][c:2]1[c:3](-[c:9]2[n:10][o:11][c:12]([CH:36]([CH3:37])[CH3:38])[c:13]2[CH2:14][O:15][c:16]2[cH:17][cH:18][c:19](-[c:22]3[cH:23][c:24]4[cH:25][cH:26][c:27]([C:32](=[O:33])[OH:34])[n:28][c:29]4[cH:30][cH:31]3)[cH:20][cH:21]2)[c:4]([Cl:8])[cH:5][cH:6][cH:7]1. Product: Brc1cccc(-c2ccccn2)n1. Reaction SMILES: [Br:20][c:21]1[n:22][c:23]([Br:27])[cH:24][cH:25][cH:26]1.[CH2:1]([Sn:2]([CH2:3][CH2:4][CH2:5][CH3:12])([c:6]1[n:7][cH:8][cH:9][cH:10][cH:11]1)[CH2:13][CH2:14][CH2:15][CH3:16])[CH2:17][CH2:18][CH3:19].[O:28]1[CH2:29][CH2:30][CH2:31][CH2:32]1.[cH:33]1[cH:34][cH:35][c:36]([P:37]([Pd:38]([P:39]([c:40]2[cH:41][cH:42][cH:43][cH:44][cH:45]2)([c:46]2[cH:47][cH:48][cH:49][cH:50][cH:51]2)[c:52]2[cH:53][cH:54][cH:55][cH:56][cH:57]2)([P:58]([c:59]2[cH:60][cH:61][cH:62][cH:63][cH:64]2)([c:65]2[cH:66][cH:67][cH:68][cH:69][cH:70]2)[c:71]2[cH:72][cH:73][cH:74][cH:75][cH:76]2)[P:77]([c:78]2[cH:79][cH:80][cH:81][cH:82][cH:83]2)([c:84]2[cH:85][cH:86][cH:87][cH:88][cH:89]2)[c:90]2[cH:91][cH:92][cH:93][cH:94][cH:95]2)([c:96]2[cH:97][cH:98][cH:99][cH:100][cH:101]2)[c:102]2[cH:103][cH:104][cH:105][cH:106][cH:107]2)[cH:108][cH:109]1>>[c:6]1(-[c:23]2[n:22][c:21]([Br:20])[cH:26][cH:25][cH:24]2)[n:7][cH:8][cH:9][cH:10][cH:11]1. The reactants are Brc1cccc(Br)n1, CCCC[Sn](CCCC)(CCCC)c1ccccn1, C1CCOC1, c1ccc(P(c2ccccc2)(c2ccccc2)[Pd](P(c2ccccc2)(c2ccccc2)c2ccccc2)(P(c2ccccc2)(c2ccccc2)c2ccccc2)P(c2ccccc2)(c2ccccc2)c2ccccc2)cc1.